Dataset: the Open Reaction Database (ORD), a public repository of structured organic reaction records. Task: describe an organic reaction: reactants, conditions, products, and yield Starting materials: CO, COC(=O)c1ccc(OC)c(OCC2CC2)c1[N+](=O)[O-]. Product: COC(=O)c1ccc(OC)c(OCC2CC2)c1N. RXN SMILES: [CH3:21][OH:22].[CH:1]1([CH2:4][O:5][c:6]2[c:7]([N+:18]([O-:19])=[O:20])[c:8]([C:9](=[O:10])[O:11][CH3:12])[cH:13][cH:14][c:15]2[O:16][CH3:17])[CH2:2][CH2:3]1>>[CH:1]1([CH2:4][O:5][c:6]2[c:7]([NH2:18])[c:8]([C:9](=[O:10])[O:11][CH3:12])[cH:13][cH:14][c:15]2[O:16][CH3:17])[CH2:2][CH2:3]1. Starting materials: O=C([O-])[O-], CCOC(C)=O, CS(C)=O, CC(C)[Si](OC1CCN(N2CCC(Cc3c(Cl)cc(Oc4ccc(C#N)cc4)cc3Cl)C2=O)CC1)(C(C)C)C(C)C, [K+], [K+], OO. Yields the product CC(C)[Si](OC1CCN(N2CCC(Cc3c(Cl)cc(Oc4ccc(C(N)=O)cc4)cc3Cl)C2=O)CC1)(C(C)C)C(C)C. Reaction SMILES: [C:42]([O-:43])(=[O:44])[O-:45].[CH3:50][CH2:51][O:52][C:53](=[O:54])[CH3:55].[CH3:56][S:57]([CH3:58])=[O:59].[Cl:1][c:2]1[cH:3][c:4]([O:5][c:6]2[cH:7][cH:8][c:9]([C:10]#[N:11])[cH:12][cH:13]2)[cH:14][c:15]([Cl:41])[c:16]1[CH2:17][CH:18]1[C:19](=[O:40])[N:20]([N:23]2[CH2:24][CH2:25][CH:26]([O:29][Si:30]([CH:31]([CH3:32])[CH3:33])([CH:34]([CH3:35])[CH3:36])[CH:37]([CH3:38])[CH3:39])[CH2:27][CH2:28]2)[CH2:21][CH2:22]1.[K+:46].[K+:47].[OH:48][OH:49]>>[Cl:1][c:2]1[cH:3][c:4]([O:5][c:6]2[cH:7][cH:8][c:9]([C:10]([NH2:11])=[O:43])[cH:12][cH:13]2)[cH:14][c:15]([Cl:41])[c:16]1[CH2:17][CH:18]1[C:19](=[O:40])[N:20]([N:23]2[CH2:24][CH2:25][CH:26]([O:29][Si:30]([CH:31]([CH3:32])[CH3:33])([CH:34]([CH3:35])[CH3:36])[CH:37]([CH3:38])[CH3:39])[CH2:27][CH2:28]2)[CH2:21][CH2:22]1. Starting materials: COc1ccc(COCC=CCOC(=O)C=[N+]=[N-])cc1, ClCCl. Product: COc1ccc(COCC2C3COC(=O)C23)cc1. RXN SMILES: [CH3:1][O:2][c:3]1[cH:4][cH:5][c:6]([CH2:7][O:8][CH2:9][CH:10]=[CH:11][CH2:12][O:13][C:14]([CH:15]=[N+:16]=[N-:17])=[O:18])[cH:19][cH:20]1.[Cl:21][CH2:22][Cl:23]>>[CH3:1][O:2][c:3]1[cH:4][cH:5][c:6]([CH2:7][O:8][CH2:9][CH:10]2[CH:11]3[CH2:12][O:13][C:14](=[O:18])[CH:15]23)[cH:19][cH:20]1. Starting materials: FC1=CC=C(C=C1C=O)I (6-fluoro-3-iodobenzaldehyde), [Br-].CC1=C(C[P+](C2=CC=CC=C2)(C2=CC=CC=C2)C2=CC=CC=C2)C(=CC=C1)C (2,6-dimethylbenzyltriphenylphosphonium bromide), CC(C)([O-])C.[K+] (potassium tert-butoxide), solution. The solvent is C(Cl)Cl (CH2Cl2), C1CCOC1 (THF). Run at temperature 0 celsius, time 15 minute. The product is FC1=C(/C=C/C2=C(C=CC=C2C)C)C=C(C=C1)I ((E)-2-(2-fluoro-5-iodostyryl)-1,3-dimethylbenzene), FC1=C(\C=C/C2=C(C=CC=C2C)C)C=C(C=C1)I ((Z)-2-(2-fluoro-5-iodostyryl)-1,3-dimethylbenzene). Reaction SMILES: [Br-].[CH3:2][C:3]1[CH:28]=[CH:27][CH:26]=[C:25]([CH3:29])[C:4]=1[CH2:5][P+](C1C=CC=CC=1)(C1C=CC=CC=1)C1C=CC=CC=1.CC(C)([O-])C.[K+].[F:36][C:37]1[C:42]([CH:43]=O)=[CH:41][C:40]([I:45])=[CH:39][CH:38]=1>C(Cl)Cl.C1COCC1>[F:36][C:37]1[CH:38]=[CH:39][C:40]([I:45])=[CH:41][C:42]=1/[CH:43]=[CH:5]/[C:4]1[C:25]([CH3:29])=[CH:26][CH:27]=[CH:28][C:3]=1[CH3:2].[F:36][C:37]1[CH:38]=[CH:39][C:40]([I:45])=[CH:41][C:42]=1/[CH:43]=[CH:5]\[C:4]1[C:25]([CH3:29])=[CH:26][CH:27]=[CH:28][C:3]=1[CH3:2] |f:0.1,2.3|. Reported procedure: To a solution of 2,6-dimethylbenzyltriphenylphosphonium bromide (2.21 g, 4.8 mmol) in CH2Cl2 (30 mL) was added a solution of potassium tert-butoxide (5 mL of a 1 M solution in THF, 5 mmol) and the mixture was stirred at 0° C. for 15 min. The mixture was cooled to −78° C. and 6-fluoro-3-iodobenzaldehyde (1.0 g, 4.0 mmol) was added. The reaction mixture was allowed to warm to room temperature and stirred overnight. The mixture was partitioned between EtOAc and water and the combined organics were ... Starting materials: [H][H] (hydrogen), 70, C1(=CC=CC=C1)CN1CCC(CC1)=C(C#N)C=1SC=CC1 (α-[1-(phenylmethyl)-4-piperidinylidene]-2-thiopheneacetonitrile). Reagents/catalysts: [Pd] (palladiumon charcoal). Solvent: CO (methanol). The product is 70, C1(=CC=CC=C1)CN1CCC(CC1)C(C#N)C=1SC=CC1 (1-(phenylmethyl)-α-(2-thienyl)-4-piperidineacetonitrile). As a reaction SMILES: [C:1]1([CH2:7][N:8]2[CH2:13][CH2:12][C:11](=[C:14]([C:17]3[S:18][CH:19]=[CH:20][CH:21]=3)[C:15]#[N:16])[CH2:10][CH2:9]2)[CH:6]=[CH:5][CH:4]=[CH:3][CH:2]=1.[H][H]>[Pd].CO>[C:1]1([CH2:7][N:8]2[CH2:9][CH2:10][CH:11]([CH:14]([C:17]3[S:18][CH:19]=[CH:20][CH:21]=3)[C:15]#[N:16])[CH2:12][CH2:13]2)[CH:2]=[CH:3][CH:4]=[CH:5][CH:6]=1. Procedure: A mixture of 70 parts of α-[1-(phenylmethyl)-4-piperidinylidene]-2-thiopheneacetonitrile in 800 parts of methanol is hydrogenated at normal pressure and at room temperature with 10 parts of palladiumon charcoal catalyst 10%. After the calculated amount of hydrogen is taken up, the catalyst is filtered off and the filtrate is evaporated, yielding 70 parts of 1-(phenylmethyl)-α-(2-thienyl)-4-piperidineacetonitrile as a residue. Starting materials: ClC1=CC=C(C=C1)C1(N=C(N(C1(C)C1=CC=C(C=C1)Cl)C(=O)Cl)C1=C(C=C(C=C1)C(C)(C)O)OCC)C (rac-(4S*,5R*)-4,5-bis-(4-chloro-phenyl)-2-[2-ethoxy-4-(1-hydroxy-1-methyl-ethyl)-phenyl]-4,5-dimethyl-4,5-dihydro-imidazole-1-carbonyl chloride), Cl.Cl.N1(CCNCC1)CC(=O)N (2-piperazin-1-yl-acetamide dihydrochloride). Yields the product ClC1=CC=C(C=C1)[C@@]1(N=C(N([C@]1(C)C1=CC=C(C=C1)Cl)C(=O)N1CCN(CC1)CC(=O)N)C1=C(C=C(C=C1)C(C)(C)O)OCC)C (2-(4-{(4S,5R)-4,5-Bis-(4-chloro-phenyl)-2-[2-ethoxy-4-(1-hydroxy-1-methyl-ethyl)-phenyl]-4,5-dimethyl-4,5-dihydro-imidazole-1-carbonyl}-piperazin-1-yl)-acetamide). Reaction SMILES: [Cl:1][C:2]1[CH:7]=[CH:6][C:5]([C:8]2([CH3:37])[C:12]([C:14]3[CH:19]=[CH:18][C:17]([Cl:20])=[CH:16][CH:15]=3)([CH3:13])[N:11]([C:21](Cl)=[O:22])[C:10]([C:24]3[CH:29]=[CH:28][C:27]([C:30]([OH:33])([CH3:32])[CH3:31])=[CH:26][C:25]=3[O:34][CH2:35][CH3:36])=[N:9]2)=[CH:4][CH:3]=1.Cl.Cl.[N:40]1([CH2:46][C:47]([NH2:49])=[O:48])[CH2:45][CH2:44][NH:43][CH2:42][CH2:41]1>>[Cl:1][C:2]1[CH:7]=[CH:6][C:5]([C@@:8]2([CH3:37])[C@:12]([C:14]3[CH:19]=[CH:18][C:17]([Cl:20])=[CH:16][CH:15]=3)([CH3:13])[N:11]([C:21]([N:43]3[CH2:44][CH2:45][N:40]([CH2:46][C:47]([NH2:49])=[O:48])[CH2:41][CH2:42]3)=[O:22])[C:10]([C:24]3[CH:29]=[CH:28][C:27]([C:30]([OH:33])([CH3:32])[CH3:31])=[CH:26][C:25]=3[O:34][CH2:35][CH3:36])=[N:9]2)=[CH:4][CH:3]=1 |f:1.2.3|. Procedure details: In a manner analogous to the method described in example 5, rac-(4S*,5R*)-4,5-bis-(4-chloro-phenyl)-2-[2-ethoxy-4-(1-hydroxy-1-methyl-ethyl)-phenyl]-4,5-dimethyl-4,5-dihydro-imidazole-1-carbonyl chloride was reacted with 2-piperazin-1-yl-acetamide dihydrochloride (Matrix Scientific) to give the title compound as a racemic mixture. The enantiomers were then separated by supercritical fluid chromatography (Berger Instrument Multi-Gram II, Daicel ChiralPak OD-H 3×25 cm, 35° C. at 100 bar, eluting w... Yield: 43.2%. Reaction SMILES: [F:1][C:2]1[CH:7]=[CH:6][C:5]([C:8]2[O:9][C:10]3[CH:20]=[C:19]([N:21]([CH3:26])[S:22]([CH3:25])(=[O:24])=[O:23])[C:18](B4OC(C)(C)C(C)(C)O4)=[CH:17][C:11]=3[C:12]=2[C:13]([NH:15][CH3:16])=[O:14])=[CH:4][CH:3]=1.Cl[C:37]1[CH:38]=[CH:39][C:40]2[O:53][CH2:52][N:43]3[C:44]4[CH:45]=[CH:46][CH:47]=[CH:48][C:49]=4[C:50]([Cl:51])=[C:42]3[C:41]=2[N:54]=1.[O-]P([O-])([O-])=O.[K+].[K+].[K+].CC(C1C=C(C(C)C)C(C2C=CC=CC=2P(C2CCCCC2)C2CCCCC2)=C(C(C)C)C=1)C>O1CCOCC1.O.CCOC(C)=O.C1C=CC(/C=C/C(/C=C/C2C=CC=CC=2)=O)=CC=1.C1C=CC(/C=C/C(/C=C/C2C=CC=CC=2)=O)=CC=1.C1C=CC(/C=C/C(/C=C/C2C=CC=CC=2)=O)=CC=1.[Pd].[Pd]>[Cl:51][C:50]1[C:49]2[CH:48]=[CH:47][CH:46]=[CH:45][C:44]=2[N:43]2[CH2:52][O:53][C:40]3[CH:39]=[CH:38][C:37]([C:18]4[C:19]([N:21]([CH3:26])[S:22]([CH3:25])(=[O:24])=[O:23])=[CH:20][C:10]5[O:9][C:8]([C:5]6[CH:6]=[CH:7][C:2]([F:1])=[CH:3][CH:4]=6)=[C:12]([C:13]([NH:15][CH3:16])=[O:14])[C:11]=5[CH:17]=4)=[N:54][C:41]=3[C:42]=12 |f:2.3.4.5,7.8,10.11.12.13.14|. Yields the product ClC1=C2N(C=3C=CC=CC13)COC1=C2N=C(C=C1)C=1C(=CC2=C(C(=C(O2)C2=CC=C(C=C2)F)C(=O)NC)C1)N(S(=O)(=O)C)C (5-(12-chloro-6H-pyrido[2′,3′:5,6][1,3]oxazino[3,4-a]indol-2-yl)-2-(4-fluorophenyl)-N-methyl-6-(N-methylmethylsulfonamido)benzofuran-3-carboxamide), compound 55. Procedure: To a degassed solution of 2-(4-fluorophenyl)-N-methyl-6-(N-methylmethylsulfonamido)-5-(4,4,5,5-tetramethyl-1,3,2-dioxaborolan-2-yl)benzofuran-3-carboxamide (110 mg, 0.22 mmol), 2,12-dichloro-6H-pyrido[2′,3′:5,6][1,3]oxazino[3,4-a]indole (64 mg, 0.22 mmol) and K3PO4 (176 mg, 0.66 mmol) in dioxane/H2O (0.8 mL/0.2 mL) was added Pd2(dba)3 (10 mg, 0.01 mmol) and X-Phos (10 mg, 0.02 mmol) under N2. The mixture was heated to 80° C. and then stirred for 1 hour. The reaction mixture was cooled to RT, dil... Reaction conditions: temperature 80 celsius, time 1 hour. The solvent is O1CCOCC1.O (dioxane H2O), CCOC(=O)C (EtOAc). The reagents and catalysts are C=1C=CC(=CC1)/C=C/C(=O)/C=C/C2=CC=CC=C2.C=1C=CC(=CC1)/C=C/C(=O)/C=C/C2=CC=CC=C2.C=1C=CC(=CC1)/C=C/C(=O)/C=C/C2=CC=CC=C2.[Pd].[Pd] (Pd2(dba)3). The reactants are FC1=CC=C(C=C1)C=1OC2=C(C1C(=O)NC)C=C(C(=C2)N(S(=O)(=O)C)C)B2OC(C(O2)(C)C)(C)C (2-(4-fluorophenyl)-N-methyl-6-(N-methylmethylsulfonamido)-5-(4,4,5,5-tetramethyl-1,3,2-dioxaborolan-2-yl)benzofuran-3-carboxamide), ClC=1C=CC2=C(C=3N(C=4C=CC=CC4C3Cl)CO2)N1 (2,12-dichloro-6H-pyrido[2′,3′:5,6][1,3]oxazino[3,4-a]indole), [O-]P(=O)([O-])[O-].[K+].[K+].[K+] (K3PO4), CC(C)C1=CC(=C(C(=C1)C(C)C)C2=C(C=CC=C2)P(C3CCCCC3)C4CCCCC4)C(C)C (X-Phos). The reactants are amide, CNC(=O)[C@@H]1CC[C@H](CC1)C1=NC(=C2N1C=CN=C2N)C2=CC(=CC=C2)OCC2=CC=CC=C2 (trans-4-[8-Amino-1-(3-benzyloxy-phenyl)-imidazo[1,5-a]pyrazin-3-yl]-cyclohexanecarboxylic acid methylamide), NC=1C=2N(C=CN1)C(=NC2C2=CC(=CC=C2)OCC2=C(C=CC=C2F)F)C2CCC(CC2)C(=O)O (4-{8-Amino-1-[3-(2,6-difluoro-benzyloxy)-phenyl]-imidazo[1,5-a]pyrazin-3-yl}-cyclohexanecarboxylic acid). The product is CNC(=O)C1CCC(CC1)C1=NC(=C2N1C=CN=C2N)C2=CC(=CC=C2)OCC2=C(C=CC=C2F)F (4-{8-Amino-1-[3-(2,6-difluoro-benzyloxy)-phenyl]-imidazo[1,5-a]pyrazin-3-yl}-cyclohexanecarboxylic acid methylamide). Reaction SMILES: [CH3:1][NH:2]C([C@H]1CC[C@H](C2N3C=CN=C(N)C3=C(C3C=CC=C(OCC4C=CC=CC=4)C=3)N=2)CC1)=O.[NH2:35][C:36]1[C:37]2[N:38]([C:42]([CH:61]3[CH2:66][CH2:65][CH:64]([C:67](O)=[O:68])[CH2:63][CH2:62]3)=[N:43][C:44]=2[C:45]2[CH:50]=[CH:49][CH:48]=[C:47]([O:51][CH2:52][C:53]3[C:58]([F:59])=[CH:57][CH:56]=[CH:55][C:54]=3[F:60])[CH:46]=2)[CH:39]=[CH:40][N:41]=1>>[CH3:1][NH:2][C:67]([CH:64]1[CH2:63][CH2:62][CH:61]([C:42]2[N:38]3[CH:39]=[CH:40][N:41]=[C:36]([NH2:35])[C:37]3=[C:44]([C:45]3[CH:50]=[CH:49][CH:48]=[C:47]([O:51][CH2:52][C:53]4[C:58]([F:59])=[CH:57][CH:56]=[CH:55][C:54]=4[F:60])[CH:46]=3)[N:43]=2)[CH2:66][CH2:65]1)=[O:68]. Procedure details: The amide coupling procedures applied to the synthesis of (trans-4-[8-Amino-1-(3-benzyloxy-phenyl)-imidazo[1,5-a]pyrazin-3-yl]-cyclohexanecarboxylic acid methylamide was applied to 4-{8-Amino-1-[3-(2,6-difluoro-benzyloxy)-phenyl]-imidazo[1,5-a]pyrazin-3-yl}-cyclohexanecarboxylic acid to afford the title compound; MS (ES+): m/z 492.12 [MH+]. Starting materials: COC(=O)c1ccnc(Br)c1, O=C([O-])[O-], CO, ClCCl, OB(O)c1cc(F)c(F)c(F)c1, [K+], [K+], Cl[Pd]Cl. Product: COC(=O)c1ccnc(-c2cc(F)c(F)c(F)c2)c1. As a reaction SMILES: [Br:1][c:2]1[cH:3][c:4]([C:5](=[O:6])[O:7][CH3:8])[cH:9][cH:10][n:11]1.[C:24](=[O:25])([O-:26])[O-:27].[CH3:30][OH:31].[Cl:32][CH2:33][Cl:34].[F:12][c:13]1[cH:14][c:15]([B:21]([OH:22])[OH:23])[cH:16][c:17]([F:20])[c:18]1[F:19].[K+:28].[K+:29].[Pd:35]([Cl:36])[Cl:37]>>[c:2]1(-[c:15]2[cH:14][c:13]([F:12])[c:18]([F:19])[c:17]([F:20])[cH:16]2)[cH:3][c:4]([C:5](=[O:6])[O:7][CH3:8])[cH:9][cH:10][n:11]1. The reactants are COC=1C=C(C=CC1OC)C1=CC(N(C(=N1)OC(C)C)C)=O (6-(3,4-dimethoxyphenyl)-2-isopropoxy-3-methyl-4(3H)-pyrimidinone), P12(=S)SP3(=S)SP(=S)(S1)SP(=S)(S2)S3 (phosphorus pentasulfide). Run in N1=CC=CC=C1 (pyridine). The product is COC=1C=C(C=CC1OC)C1=CC(N(C(N1)=O)C)=S (3,4-dihydro-6-(3,4-dimethoxyphenyl)-3-methyl-4-thioxo-2(1H)-pyrimidinone). The yield is 12.3%. As a reaction SMILES: [CH3:1][O:2][C:3]1[CH:4]=[C:5]([C:11]2[N:16]=[C:15]([O:17]C(C)C)[N:14]([CH3:21])[C:13](=O)[CH:12]=2)[CH:6]=[CH:7][C:8]=1[O:9][CH3:10].P12(SP3(SP(SP(S3)(S1)=S)(=S)S2)=S)=[S:24]>N1C=CC=CC=1>[CH3:1][O:2][C:3]1[CH:4]=[C:5]([C:11]2[NH:16][C:15](=[O:17])[N:14]([CH3:21])[C:13](=[S:24])[CH:12]=2)[CH:6]=[CH:7][C:8]=1[O:9][CH3:10]. Procedure: A mixture of 6-(3,4-dimethoxyphenyl)-2-isopropoxy-3-methyl-4(3H)-pyrimidinone (2.5 g) and phosphorus pentasulfide (3.5 g) in pyridine (50 ml) was refluxed for 13 hours with stirring. The reaction mixture was evaporated under reduced pressure. The residue was washed with 1N-hydrochloric acid and extracted with chloroform. The extract was washed with water, dried over magnesium sulfate and evaporated under reduced pressure. The residue was triturated in ethanol and the resulting precipitate was tr...